Dataset: the Open Reaction Database (ORD), a public repository of structured organic reaction records. Task: describe an organic reaction: reactants, conditions, products, and yield As a reaction SMILES: [Cl:1][C:2]1[C:10]2[O:9][CH:8]=[CH:7][C:6]=2[C:5]([CH2:11][CH2:12][CH2:13][NH:14][C:15](=[O:17])[CH3:16])=[CH:4][CH:3]=1>C(O)C.[Rh]>[Cl:1][C:2]1[C:10]2[O:9][CH2:8][CH2:7][C:6]=2[C:5]([CH2:11][CH2:12][CH2:13][NH:14][C:15](=[O:17])[CH3:16])=[CH:4][CH:3]=1. Solvent: C(C)O (ethanol). The yield is 77.7%. Yields the product ClC1=CC=C(C=2CCOC21)CCCNC(C)=O (N-[3-(7-Chloro-2,3-dihydro-benzofuran-4-yl)-propyl]-acetamide). The reagents and catalysts are [Rh] (rhodium). Procedure: A solution of N-[3-(7-chloro-benzofuran-4-yl)-propyl]-acetamide (48 mg) in ethanol (15 ml) was hydrogenated over rhodium catalyst (5% on carbon; 15 mg) over 7 h. The catalyst was filtered off and the filtrate evaporated. The residue was purified by column chromatography, eluting with dichloromethane/methanol 50:1 gave the title compound as a colourless solid (37.6 mg) mp 76-78° The reactants are ClC1=CC=C(C=2C=COC21)CCCNC(C)=O (N-[3-(7-chloro-benzofuran-4-yl)-propyl]-acetamide). Reactants: C(C)(C)(C)OC(=O)N[C@@H](CCOC1=CC=C(C=C1)B1OC(C(O1)(C)C)(C)C)C(=O)OC1CCCC1 (Cyclopentyl N-(tert-butoxycarbonyl)-O-[4-(4,4,5,5-tetramethyl-1,3,2-dioxaborolan-2-yl)phenyl]-L-homoserinate), BrC1=C(C=C(C=C1)O)Cl (4-bromo-3-chloro-phenol). Product: C(C)(C)(C)OC(=O)N[C@@H](CCOC1=CC(=C(C=C1)B1OC(C(O1)(C)C)(C)C)Cl)C(=O)OC1CCCC1 (Cyclopentyl N-(tert-butoxycarbonyl)-O-[3-chloro-4-(4,4,5,5-tetramethyl-1,3,2-dioxaborolan-2-yl)phenyl]-L-homoserinate). Reaction SMILES: [C:1]([O:5][C:6]([NH:8][C@H:9]([C:28]([O:30][CH:31]1[CH2:35][CH2:34][CH2:33][CH2:32]1)=[O:29])[CH2:10][CH2:11][O:12][C:13]1[CH:18]=[CH:17][C:16]([B:19]2[O:23][C:22]([CH3:25])([CH3:24])[C:21]([CH3:27])([CH3:26])[O:20]2)=[CH:15][CH:14]=1)=[O:7])([CH3:4])([CH3:3])[CH3:2].BrC1C=CC(O)=CC=1[Cl:44]>>[C:1]([O:5][C:6]([NH:8][C@H:9]([C:28]([O:30][CH:31]1[CH2:32][CH2:33][CH2:34][CH2:35]1)=[O:29])[CH2:10][CH2:11][O:12][C:13]1[CH:18]=[CH:17][C:16]([B:19]2[O:20][C:21]([CH3:26])([CH3:27])[C:22]([CH3:25])([CH3:24])[O:23]2)=[C:15]([Cl:44])[CH:14]=1)=[O:7])([CH3:2])([CH3:3])[CH3:4]. Procedure: Synthesised by analogous methods to Intermediate 2b, using 4-bromo-3-chloro-phenol at Stage 6 of Scheme 2. m/z 524 [M+H]+. The reactants are CCOC(=O)c1cn(CC)c2cc(-c3ccc(N)cc3)c(F)cc2c1=O, Cl. The product is CCn1cc(C(=O)O)c(=O)c2cc(F)c(-c3ccc(N)cc3)cc21. As a reaction SMILES: [CH2:1]([CH3:2])[n:3]1[cH:4][c:5]([C:22](=[O:23])[O:24][CH2:25][CH3:26])[c:6](=[O:21])[c:7]2[cH:8][c:9]([F:20])[c:10](-[c:13]3[cH:14][cH:15][c:16]([NH2:19])[cH:17][cH:18]3)[cH:11][c:12]12.[ClH:27]>>[CH2:1]([CH3:2])[n:3]1[cH:4][c:5]([C:22](=[O:23])[OH:24])[c:6](=[O:21])[c:7]2[cH:8][c:9]([F:20])[c:10](-[c:13]3[cH:14][cH:15][c:16]([NH2:19])[cH:17][cH:18]3)[cH:11][c:12]12. The reactants are S(O)(O)(=O)=O (sulfuric acid), [OH-].[K+] (potassium hydroxide), 1,2,3,5-tetrabromoacenaphthlene, [Br-].[K+] (potassium bromide), Br(=O)(=O)[O-].[K+] (potassium bromate), C1=CC=CC=C1 (benzene). Run in O (water), C(C)O (ethanol), O (water). Product: BrC1=CC2=CC=CC3=CC=CC1=C23 (bromoacenaphthylene). Reaction SMILES: [Br-:1].[K+].Br([O-])(=O)=O.[K+].S(=O)(=O)(O)O.[OH-].[K+].[CH:15]1[CH:20]=[CH:19][CH:18]=[CH:17][CH:16]=1>O.C(O)C>[Br:1][C:19]1[C:20]2=[C:20]3[C:19](=[CH:17][CH:16]=[CH:15]2)[CH:18]=[CH:17][CH:16]=[C:15]3[CH:18]=1 |f:0.1,2.3,5.6|. Procedure: A mixture of 1 mol of 1,2,3,5-tetrabromoacenaphthlene (C12H6Br4) in 500 g of benzene and 2 mols of potassium bromide and 0.2 mols of potassium bromate in 600 g of water was placed in a three-necked flask and stirred vigorously in a dark place. Two mols of concentrated sulfuric acid diluted with an equal volume of water was added dropwise to the mixture under agitation at about 10° C. Following a 3-hr reaction, the benzene layer was washed sequentially with water, aqueous caustic soda (2%) and wa... Starting materials: ClC1=C(C(=CC=C1)Cl)N1C(CCC2=C(C=C(C=C12)OC)C1=C(C=C(C=C1)F)F)=O (1-(2,6-dichlorophenyl)-5-(2,4-difluorophenyl)-3,4-dihydro-7-methoxy-2(1H)-quinolinone), BrC1=C2CCC(N(C2=CC(=C1)OC)C1=CC(=CC=C1C)C(=O)OC)=O (5-bromo-3,4-dihydro-7-methoxy-1-(3-methoxycarbonyl-6-methylphenyl)-2(1H)-quinolinone), BrC1=C2CCC(N(C2=CC(=C1)OC)C1=CC(=CC=C1C)C(=O)OC)=O (5-bromo-3,4-dihydro-7-methoxy-1-(3-methoxycarbonyl-6-methylphenyl)-2(1H)-quinolinone), FC1=C(C=C(C=C1)F)B(O)O (2,5-difluorophenylboronic acid). Product: FC1=C(C=CC(=C1)F)C1=C2CCC(N(C2=CC(=C1)OC)C1=CC(=CC=C1C)C(=O)OC)=O (5-(2,4-Difluorophenyl)-3,4-dihydro-7-methoxy-1-(3-methoxycarbonyl-6-methylphenyl)-2(1H)-quinolinone). RXN SMILES: Br[C:2]1[CH:11]=[C:10]([O:12][CH3:13])[CH:9]=[C:8]2[C:3]=1[CH2:4][CH2:5][C:6](=[O:25])[N:7]2[C:14]1[C:19]([CH3:20])=[CH:18][CH:17]=[C:16]([C:21]([O:23][CH3:24])=[O:22])[CH:15]=1.FC1C=CC(F)=CC=1B(O)O.ClC1C=CC=C(Cl)C=1N1C2C(=C([C:57]3[CH:62]=[CH:61][C:60]([F:63])=[CH:59][C:58]=3[F:64])C=C(OC)C=2)CCC1=O>>[F:63][C:60]1[CH:59]=[C:58]([F:64])[CH:57]=[CH:62][C:61]=1[C:2]1[CH:11]=[C:10]([O:12][CH3:13])[CH:9]=[C:8]2[C:3]=1[CH2:4][CH2:5][C:6](=[O:25])[N:7]2[C:14]1[C:19]([CH3:20])=[CH:18][CH:17]=[C:16]([C:21]([O:23][CH3:24])=[O:22])[CH:15]=1. Reported procedure: 5-(2,4-Difluorophenyl)-3,4-dihydro-7-methoxy-1-(3-methoxycarbonyl-6-methylphenyl)-2(1H)-quinolinone was prepared from 5-bromo-3,4-dihydro-7-methoxy-1-(3-methoxycarbonyl-6-methylphenyl)-2(1H)-quinolinone (INTERMEDIATE 14) and 2,5-difluorophenylboronic acid by a procedure analogous to that described in INTERMEDIATE 2. Mass spectrum (ESI) 438.1 (M+1). 1H NMR (500 MHz, CDCl3): δ 8.06 (d, J=5.0 Hz, 1H); 7.89 (s, 1H); 7.42 (d, J=5.0 Hz, 2H); 7.01 (m, 2H); 6.49 (s, 1H); 5.86 (s, 1H); 3.95 (s, 3H); 3.68... Yields the product COc1ccc(C(CSc2cccc(OC)c2)C(=O)O)cc1. As a reaction SMILES: [CH3:1][O:2][c:3]1[cH:4][cH:5][c:6]([CH:9]([C:10](=[O:11])[O:12][CH2:13][CH3:14])[CH2:15][S:16][c:17]2[cH:18][c:19]([O:23][CH3:24])[cH:20][cH:21][cH:22]2)[cH:7][cH:8]1.[CH3:26][C:27](=[O:28])[CH3:29].[ClH:25]>>[CH3:1][O:2][c:3]1[cH:4][cH:5][c:6]([CH:9]([C:10](=[O:11])[OH:12])[CH2:15][S:16][c:17]2[cH:18][c:19]([O:23][CH3:24])[cH:20][cH:21][cH:22]2)[cH:7][cH:8]1. The reactants are CCOC(=O)C(CSc1cccc(OC)c1)c1ccc(OC)cc1, CC(C)=O, Cl.